Dataset: the Open Reaction Database (ORD), a public repository of structured organic reaction records. Task: describe an organic reaction: reactants, conditions, products, and yield The reactants are solution ( b ), S(O)(O)(=O)=O (sulfuric acid), C(C(=O)C)(=O)[O-].[Na+] (sodium pyruvate), C(C=O)(=O)[O-].[Na+] (sodium glyoxylate). Solvent: reactant. Reaction conditions: time 16 hour. The product is OC(CC(C(=O)O)=O)C(=O)O (4-hydroxy-2-ketoglutaric acid). As a reaction SMILES: S(=O)(=O)(O)O.[C:6]([O-:11])(=[O:10])[C:7]([CH3:9])=[O:8].[Na+].[C:13]([O-:17])(=[O:16])[CH:14]=[O:15].[Na+]>>[OH:8][CH:7]([C:6]([OH:11])=[O:10])[CH2:9][C:14](=[O:15])[C:13]([OH:17])=[O:16] |f:1.2,3.4|. Procedure details: Pseudomonas putida ATCC 795 strain was inoculated into 9 ml of L medium and cultured for 16 hours at 30° C. with shaking. Whole amount of this culture was then inoculated into 300 ml of GMS medium in 2 liter volume Erlenmeyer flask and cultured for 20 hours at 30° C. with shaking. The resulting culture was centrifuged, the collected cells were resuspended in 60 ml of the reactant solution (b), and the suspension was stirred in 300-ml beaker while maintaining pH at 6.5 with 1N sulfuric acid. Afte... Product: C(C)(CC)C1=CC=C(C=C1)N1C(=NC2=CC=CC=C2C1=O)C1=CC=C(C=C1)OCCO (3-(4-sec-butylphenyl)-2-(4-(2-hydroxyethoxy)phenyl)quinazolin-4(3H)-one). Solvent: CN(C=O)C (N,N-dimethylformamide). Procedure: To a solution of 2-amino-N-(4-sec-butylphenyl)-benzamide (0.500 g, 1.86 mmol) in N,N-dimethylformamide (9 mL) under nitrogen atmosphere was added 4-hydroxy-benzaldehyde (0.450 g, 3.73 mmol) followed by iodine (0.560 g, 2.23 mmol) and potassium hydroxide (0.120 g, 2.23 mmol). The resulting mixture was heated at 110° C. overnight, then the solvent was removed under reduced pressure, the residue was diluted with ethyl acetate, washed with water and dried over sodium sulfate. The crude oil (0.97 g) ... Reactants: C(C)(CC)C1=CC=C(C=C1)N1C(=NC2=CC=CC=C2C1=O)C1=CC=C(C=C1)O (3-(4-sec-butylphenyl)-2-(4-hydroxyphenyl)-3H-quinazolin-4-one), C([O-])([O-])=O.[K+].[K+] (potassium carbonate), ClCCO (2-chloroethanol). Reaction SMILES: [CH:1]([C:5]1[CH:10]=[CH:9][C:8]([N:11]2[C:20](=[O:21])[C:19]3[C:14](=[CH:15][CH:16]=[CH:17][CH:18]=3)[N:13]=[C:12]2[C:22]2[CH:27]=[CH:26][C:25]([OH:28])=[CH:24][CH:23]=2)=[CH:7][CH:6]=1)([CH2:3][CH3:4])[CH3:2].C(=O)([O-])[O-].[K+].[K+].Cl[CH2:36][CH2:37][OH:38]>CN(C)C=O>[CH:1]([C:5]1[CH:6]=[CH:7][C:8]([N:11]2[C:20](=[O:21])[C:19]3[C:14](=[CH:15][CH:16]=[CH:17][CH:18]=3)[N:13]=[C:12]2[C:22]2[CH:23]=[CH:24][C:25]([O:28][CH2:36][CH2:37][OH:38])=[CH:26][CH:27]=2)=[CH:9][CH:10]=1)([CH2:3][CH3:4])[CH3:2] |f:1.2.3|. The reactants are C1CCOC1, N#Cc1ccc(Cl)c([N+](=O)[O-])c1, [H-], Nc1cccc(-c2ccncn2)c1, [Na+], O. Product: N#Cc1ccc(Nc2cccc(-c3ccncn3)c2)c([N+](=O)[O-])c1. As a reaction SMILES: [CH2:29]1[O:30][CH2:31][CH2:32][CH2:33]1.[Cl:14][c:15]1[c:16]([N+:23](=[O:24])[O-:25])[cH:17][c:18]([C:19]#[N:20])[cH:21][cH:22]1.[H-:26].[NH2:1][c:2]1[cH:3][c:4](-[c:8]2[n:9][cH:10][n:11][cH:12][cH:13]2)[cH:5][cH:6][cH:7]1.[Na+:27].[OH2:28]>>[NH:1]([c:2]1[cH:3][c:4](-[c:8]2[n:9][cH:10][n:11][cH:12][cH:13]2)[cH:5][cH:6][cH:7]1)[c:15]1[c:16]([N+:23](=[O:24])[O-:25])[cH:17][c:18]([C:19]#[N:20])[cH:21][cH:22]1. Reactants: NC1=C(C(=NN1C1=CC=CC=C1)C=1SC2=C(C1)C=CC=C2)C#N (5-amino-3-(benzothiophen-2-yl)-1-phenylpyrazole-4-carbonitrile), C(#CC(=O)OC)C(=O)OC (dimethyl acetylenedicarboxylate). Yields the product NC1C=2C(=NC(=C1C(=O)OC)C(=O)OC)N=NC2C=2SC1=C(C2)C=CC=C1 (dimethyl 4-amino-3-(benzothiophen-2-yl)pyrazolo[3,4-b]pyridine-5,6-dicarboxylate). Reaction SMILES: [NH2:1][C:2]1[N:6](C2C=CC=CC=2)[N:5]=[C:4]([C:13]2[S:14][C:15]3[CH:21]=[CH:20][CH:19]=[CH:18][C:16]=3[CH:17]=2)[C:3]=1[C:22]#[N:23].[C:24]([C:30]([O:32][CH3:33])=[O:31])#[C:25][C:26]([O:28][CH3:29])=[O:27]>>[NH2:23][CH:22]1[C:25]([C:26]([O:28][CH3:29])=[O:27])=[C:24]([C:30]([O:32][CH3:33])=[O:31])[N:1]=[C:2]2[N:6]=[N:5][C:4]([C:13]3[S:14][C:15]4[CH:21]=[CH:20][CH:19]=[CH:18][C:16]=4[CH:17]=3)=[C:3]12. Procedure: Using 3.16 g (10 mmol) of 5-amino-3-(benzothiophen-2-yl)-1-phenylpyrazole-4-carbonitrile and 1.42 g (10 mmol) of dimethyl acetylenedicarboxylate, the entitled product having a melting point of 218° to 220° C. was obtained in the same manner as in Example 2-(2). The reactants are CS(=O)(=O)OC1CCN(Cc2ccccc2)C1, CN(C)C=O, [N-]=[N+]=[N-], [Na+], O. Yields the product [N-]=[N+]=NC1CCN(Cc2ccccc2)C1. As a reaction SMILES: [CH2:1]([c:2]1[cH:3][cH:4][cH:5][cH:6][cH:7]1)[N:8]1[CH2:9][CH:10]([O:13][S:14]([CH3:15])(=[O:16])=[O:17])[CH2:11][CH2:12]1.[CH3:23][N:24]([CH3:25])[CH:26]=[O:27].[N-:19]=[N+:20]=[N-:21].[Na+:18].[OH2:22]>>[CH2:1]([c:2]1[cH:3][cH:4][cH:5][cH:6][cH:7]1)[N:8]1[CH2:9][CH:10]([N:19]=[N+:20]=[N-:21])[CH2:11][CH2:12]1. The reactants are BrC1=CC2=C(C=C1)C1(C(N(C3=CC=CC=C13)CCCCC)=O)CO2 (6-bromo-1′-pentylspiro[1-benzofuran-3,3′-indol]-2′(1′H)-one), N1=CC(=CC=C1)B(O)O (pyridine-3-boronic acid), C([O-])([O-])=O.[Na+].[Na+] (sodium carbonate). Reagents/catalysts: C(C)(=O)[O-].[Pd+2].C(C)(=O)[O-] (palladium acetate), CC1=CC=CC=C1P(C2=CC=CC=C2C)C3=CC=CC=C3C (tri-O-tolylphosphine). Solvent: COCCOC (1,2-dimethoxyethane). Product: C(CCCC)N1C(C2(C3=CC=CC=C13)COC1=C2C=CC(=C1)C=1C=NC=CC1)=O (1′-pentyl-6-pyridin-3-ylspiro[1-benzofuran-3,3′-indol]-2′(1′H)-one). The yield is 95.8%. RXN SMILES: Br[C:2]1[CH:7]=[CH:6][C:5]2[C:8]3([CH2:23][O:24][C:4]=2[CH:3]=1)[C:16]1[C:11](=[CH:12][CH:13]=[CH:14][CH:15]=1)[N:10]([CH2:17][CH2:18][CH2:19][CH2:20][CH3:21])[C:9]3=[O:22].[N:25]1[CH:30]=[CH:29][CH:28]=[C:27](B(O)O)[CH:26]=1.C(=O)([O-])[O-].[Na+].[Na+]>C([O-])(=O)C.[Pd+2].C([O-])(=O)C.CC1C(P(C2C(C)=CC=CC=2)C2C(C)=CC=CC=2)=CC=CC=1.COCCOC>[CH2:17]([N:10]1[C:11]2[C:16](=[CH:15][CH:14]=[CH:13][CH:12]=2)[C:8]2([C:5]3[CH:6]=[CH:7][C:2]([C:27]4[CH:26]=[N:25][CH:30]=[CH:29][CH:28]=4)=[CH:3][C:4]=3[O:24][CH2:23]2)[C:9]1=[O:22])[CH2:18][CH2:19][CH2:20][CH3:21] |f:2.3.4,5.6.7|. Procedure details: A mixture of 6-bromo-1′-pentylspiro[1-benzofuran-3,3′-indol]-2′(1′H)-one (0.08 g, 0.19 mmol), pyridine-3-boronic acid (0.05 g, 0.41 mmol), palladium acetate (0.002 g, 0.07 mmol), tri-O-tolylphosphine (0.0015 g, 0.005 mmol), 2 M sodium carbonate (1.00 mL) and 1,2-dimethoxyethane (9.00 mL) was heated at reflux for 16 hours under N2. The solvent was evaporated and the black residue was extracted with ethyl acetate (4×15.0 mL). The combined organics was dried over sodium sulfate and filtered. The fi... Starting materials: Brc1ccc(OC2CCOCC2)cc1, O=Cc1cccc(C2(O)SC(COCc3ccccc3)C(OCc3ccccc3)C(OCc3ccccc3)C2OCc2ccccc2)c1, [Cl-], [NH4+], C1CCOC1. Yields the product OC(c1ccc(OC2CCOCC2)cc1)c1cccc(C2(O)SC(COCc3ccccc3)C(OCc3ccccc3)C(OCc3ccccc3)C2OCc2ccccc2)c1. RXN SMILES: [Br:1][c:2]1[cH:3][cH:4][c:5]([O:8][CH:9]2[CH2:10][CH2:11][O:12][CH2:13][CH2:14]2)[cH:6][cH:7]1.[CH2:15]([c:16]1[cH:17][cH:18][cH:19][cH:20][cH:21]1)[O:22][CH:23]1[C:24]([OH:25])([c:55]2[cH:56][c:57]([CH:61]=[O:62])[cH:58][cH:59][cH:60]2)[S:26][CH:27]([CH2:46][O:47][CH2:48][c:49]2[cH:50][cH:51][cH:52][cH:53][cH:54]2)[CH:28]([O:38][CH2:39][c:40]2[cH:41][cH:42][cH:43][cH:44][cH:45]2)[CH:29]1[O:30][CH2:31][c:32]1[cH:33][cH:34][cH:35][cH:36][cH:37]1.[Cl-:63].[NH4+:64].[O:65]1[CH2:66][CH2:67][CH2:68][CH2:69]1>>[c:2]1([CH:61]([c:57]2[cH:56][c:55]([C:24]3([OH:25])[CH:23]([O:22][CH2:15][c:16]4[cH:17][cH:18][cH:19][cH:20][cH:21]4)[CH:29]([O:30][CH2:31][c:32]4[cH:33][cH:34][cH:35][cH:36][cH:37]4)[CH:28]([O:38][CH2:39][c:40]4[cH:41][cH:42][cH:43][cH:44][cH:45]4)[CH:27]([CH2:46][O:47][CH2:48][c:49]4[cH:50][cH:51][cH:52][cH:53][cH:54]4)[S:26]3)[cH:60][cH:59][cH:58]2)[OH:62])[cH:3][cH:4][c:5]([O:8][CH:9]2[CH2:10][CH2:11][O:12][CH2:13][CH2:14]2)[cH:6][cH:7]1.